From a dataset of the Open Reaction Database (ORD), a public repository of structured organic reaction records. describe an organic reaction: reactants, conditions, products, and yield Reactants: ice, Cl (hydrochloric acid), FC1=CC=CC2=CC=C(C=C12)OC (1-fluoro-7-methoxynaphthalene), C(C)(=O)Cl (acetyl chloride), [Cl-].[Al+3].[Cl-].[Cl-] (aluminium chloride). Solvent: [N+](=O)([O-])C1=CC=CC=C1 (nitrobenzene). Reaction conditions: time 8 hour. Yields the product C(C)(=O)C1=CC2=CC=C(C=C2C(=C1)F)OC (2-Acetyl-4-fluoro-6-methoxynaphthalene). The yield is 33.0%. As a reaction SMILES: [F:1][C:2]1[C:11]2[C:6](=[CH:7][CH:8]=[C:9]([O:12][CH3:13])[CH:10]=2)[CH:5]=[CH:4][CH:3]=1.[C:14](Cl)(=[O:16])[CH3:15].[Cl-].[Al+3].[Cl-].[Cl-].Cl>[N+](C1C=CC=CC=1)([O-])=O>[C:14]([C:4]1[CH:3]=[C:2]([F:1])[C:11]2[C:6](=[CH:7][CH:8]=[C:9]([O:12][CH3:13])[CH:10]=2)[CH:5]=1)(=[O:16])[CH3:15] |f:2.3.4.5|. Procedure: A solution of 1-fluoro-7-methoxynaphthalene (13 g, 0.074 mol) and acetyl chloride (8.01 g, 0.10 mol) in nitrobenzene (120 ml) was treated at 0° C. with powdered anhydrous aluminium chloride (15.59 g, 0.11 mol) over a period of 30 minutes. After stirring at room temperature overnight, the reaction mixture was treated with a mixture of ice (50 g) and concentrated hydrochloric acid (20 ml). The mixture was steam distilled until removal of nitrobenzene was complete. The residue was cooled and the pr... The reactants are CC1=C(C(=O)C2=C(C1=O)N3C[C@H]4[C@@H]([C@@]3([C@@H]2COC(=O)N)OC)N4)OC (mitomycin A), solution, [OH-].[K+] (KOH), C(=O)=O (dry ice). The solvent is C(C)N(CC)CC (triethylamine), C(C)N(CC)CC (triethylamine), CN1CC(CC1)O (1-methyl-3-pyrrolidinol), CN1CC(CC1)O (1-methyl-3-pyrrolidinol), CCOCC (ether), CC(=O)C (acetone). Yields the product C(N)(O)=O.OCC1C2(N(C=3C(C(=C(C(C13)=O)OC1CN(CC1)C)C)=O)CC1C2N1)OC (1,1a,2,8,8a,8b-Hexahydro-8-(hydroxymethyl)-8a-methoxy-5-methyl -6-[(1-methylpyrrolidin-3-yl)oxy]azirino[2',3':3,4]pyrrolo [1,2-a]indole-4,7-dione carbamate). The yield is 42.0%. Reaction SMILES: [CH3:1][C:2]1[C:8](=[O:9])[C:7]2[N:10]3[C@@:14]([O:21][CH3:22])([C@H:15]([CH2:16][O:17][C:18]([NH2:20])=[O:19])[C:6]=2[C:4](=[O:5])[C:3]=1[O:24][CH3:25])[C@H:13]1[NH:23][C@H:12]1[CH2:11]3.[OH-].[K+].C(=O)=O>CN1CCC(O)C1.CCOCC.C(N(CC)CC)C.CC(C)=O>[C:18](=[O:17])([OH:19])[NH2:20].[OH:17][CH2:16][CH:15]1[C:6]2[C:4](=[O:5])[C:3]([O:24][CH:25]3[CH2:6][CH2:7][N:10]([CH3:14])[CH2:11]3)=[C:2]([CH3:1])[C:8](=[O:9])[C:7]=2[N:10]2[CH2:11][CH:12]3[NH:23][CH:13]3[C:14]12[O:21][CH3:22] |f:1.2,8.9|. Reported procedure: A solution of mitomycin A (100 mg) in 2 ml of 1-methyl-3-pyrrolidinol was stirred at room temperature and under nitrogen for 30 minutes with 500 mg of a 1.6% solution of KOH in 1-methyl-3-pyrrolidinol. The reaction mixture was diluted with ether and then decomposed with dry ice. The ether was removed under reduced pressure and the residue left was isolated twice on silica gel using triethylamine as a solvent in the first isolation and 4% of triethylamine in acetone in the second isolation. In bo... Starting materials: CC(CCO)(C)C (3,3-dimethyl butan-1-ol), [Cr](=O)(=O)([O-])Cl.[NH+]1=CC=CC=C1 (pyridinium chlorochromate), CCOCC (ether). The solvent is ClCCl (dichloromethane). Conditions: time 8 hour. Product: CC(CC=CC(=O)OCC)(C)C (ethyl 5,5-dimethylhex-2-enoate). RXN SMILES: [CH3:1][C:2]([CH3:7])([CH3:6])[CH2:3][CH2:4]O.[Cr](Cl)([O-])(=O)=[O:9].[NH+]1C=CC=CC=1.[CH3:19][CH2:20][O:21][CH2:22][CH3:23]>ClCCl>[CH3:1][C:2]([CH3:7])([CH3:6])[CH2:3][CH:4]=[CH:19][C:20]([O:21][CH2:22][CH3:23])=[O:9] |f:1.2|. Reported procedure: 3,3-dimethyl butan-1-ol (1.3 g) was stirred for 2 hours in dichloromethane (30 ml) with pyridinium chlorochromate (5.5 g) at room temperature, diluted with ether and filtered. Wittig reagent Ph3P=CH--CO2C2H5 (carbethoxymethylenetriphenylphosphorane)(3.6 g) was added to the filtrate and stirred overnight. The mixture was evaporated under vacuum and the residue purified by silica gel chromatography to yield 1.25 g of ethyl 5,5-dimethylhex-2-enoate. Reactants: Cl.C(C)N=C=NCCCN(C)C (1-ethyl-3-(3-dimethylaminopropyl)carbodiimide hydrochloride), C(C)(C)(C)OC(=O)CCC1=CC=C(OCC=2C=C(C=CC2)C=2C(=CC=CC2)C(=O)O)C=C1 (3′-[4-(2-tert-butoxycarbonylethyl)phenoxymethyl]biphenyl-2-carboxylic acid), CN(C1=CC=CC=C1)C (dimethylaniline), O.ON1N=NC2=C1C=CC=C2 (1-hydroxybenzotriazole monohydrate). The solvent is C(C)(=O)OCC (ethyl acetate), C(O)([O-])=O.[Na+] (sodium hydrogen carbonate), CN(C=O)C (N,N-dimethylformamide). Yields the product CN(C(=O)C1=C(C=CC=C1)C1=CC(=CC=C1)COC1=CC=C(C=C1)CCC(=O)OC(C)(C)C)C (tert-butyl 3-(4-((2′-((dimethylamino)carbonyl)biphenyl-3-yl)methoxy)phenyl)propanoate). RXN SMILES: [C:1]([O:5][C:6]([CH2:8][CH2:9][C:10]1[CH:32]=[CH:31][C:13]([O:14][CH2:15][C:16]2[CH:17]=[C:18]([C:22]3[C:23]([C:28](O)=[O:29])=[CH:24][CH:25]=[CH:26][CH:27]=3)[CH:19]=[CH:20][CH:21]=2)=[CH:12][CH:11]=1)=[O:7])([CH3:4])([CH3:3])[CH3:2].[CH3:33][N:34](C)[C:35]1C=CC=CC=1.O.ON1C2C=CC=CC=2N=N1.Cl.C(N=C=NCCCN(C)C)C>C(OCC)(=O)C.C(=O)([O-])O.[Na+].CN(C)C=O>[CH3:33][N:34]([CH3:35])[C:28]([C:23]1[CH:24]=[CH:25][CH:26]=[CH:27][C:22]=1[C:18]1[CH:19]=[CH:20][CH:21]=[C:16]([CH2:15][O:14][C:13]2[CH:31]=[CH:32][C:10]([CH2:9][CH2:8][C:6]([O:5][C:1]([CH3:4])([CH3:3])[CH3:2])=[O:7])=[CH:11][CH:12]=2)[CH:17]=1)=[O:29] |f:2.3,4.5,7.8|. Procedure: To a mixture of 3′-[4-(2-tert-butoxycarbonylethyl)phenoxymethyl]biphenyl-2-carboxylic acid (0.24 g, 0.56 mmol), dimethylaniline (2M tetrahydrofuran solution, 0.42 mL, 0.84 mmol), 1-hydroxybenzotriazole monohydrate (0.13 g, 0.84 mmol) and N,N-dimethylformamide (6.0 mL) was added 1-ethyl-3-(3-dimethylaminopropyl)carbodiimide hydrochloride (0.16 g, 0.84 mmol) at room temperature with stirring, and the mixture was stirred at the same temperature for 12 hrs. The reaction mixture was diluted with ethy... Reactants: FC=1C=C2C(=C(/C(/C2=CC1)=C/C1=CC=C(C=C1)S(=O)C)C)CCON (O-2-[Z-5-fluoro-2-methyl-1-(4-methylsulfinylphenyl)methylene-1H-inden-3-yl]ethyl hydroxylamine), COCC=O (methoxyacetaldehyde). Yields the product FC=1C=C2C(=C(/C(/C2=CC1)=C/C1=CC=C(C=C1)S(=O)C)C)CCON=CCOC (methoxyacetaldehyde-O-2-[Z-5-fluoro-2-methyl-1-(4-methylsulfinylphenyl)methylene-1H-inden-3-yl]ethyl oxime). RXN SMILES: [F:1][C:2]1[CH:3]=[C:4]2[C:8](=[CH:9][CH:10]=1)/[C:7](=[CH:11]\[C:12]1[CH:17]=[CH:16][C:15]([S:18]([CH3:20])=[O:19])=[CH:14][CH:13]=1)/[C:6]([CH3:21])=[C:5]2[CH2:22][CH2:23][O:24][NH2:25].[CH3:26][O:27][CH2:28][CH:29]=O>>[F:1][C:2]1[CH:3]=[C:4]2[C:8](=[CH:9][CH:10]=1)/[C:7](=[CH:11]\[C:12]1[CH:17]=[CH:16][C:15]([S:18]([CH3:20])=[O:19])=[CH:14][CH:13]=1)/[C:6]([CH3:21])=[C:5]2[CH2:22][CH2:23][O:24][N:25]=[CH:29][CH2:28][O:27][CH3:26]. Procedure details: The title compound is prepared by reaction of O-2-[Z-5-fluoro-2-methyl-1-(4-methylsulfinylphenyl)methylene-1H-inden-3-yl]ethyl hydroxylamine with methoxyacetaldehyde by the method of Example 1.